From a dataset of the Open Reaction Database (ORD), a public repository of structured organic reaction records. describe an organic reaction: reactants, conditions, products, and yield The reactants are ClC1=CC=C(C=C1)C=1N(C=C(N1)COC1=CC=C(C=C1)C)C1=CC=C(C=C1)S(=O)(=O)C (2-(4-chlorophenyl)-4-[(4-methylphenoxy)methyl]-1-[4-(methylsulfonyl)phenyl]-1H-imidazole), CO (methanol). Run in [OH-].[Na+] (sodium hydroxide). The product is ClC1=CC=C(C=C1)C=1N(C=C(N1)C(C)=O)C1=CC=C(C=C1)S(=O)(=O)C (1-[2-(4-Chlorophenyl)-1-[4-(methylsulfonyl) phenyl]-1H-imidazol-4-yl]-1-ethanone). As a reaction SMILES: [Cl:1][C:2]1[CH:7]=[CH:6][C:5]([C:8]2[N:9]([C:22]3[CH:27]=[CH:26][C:25]([S:28]([CH3:31])(=[O:30])=[O:29])=[CH:24][CH:23]=3)[CH:10]=[C:11]([CH2:13][O:14]C3C=CC(C)=CC=3)[N:12]=2)=[CH:4][CH:3]=1.[CH3:32]O>[OH-].[Na+]>[Cl:1][C:2]1[CH:3]=[CH:4][C:5]([C:8]2[N:9]([C:22]3[CH:27]=[CH:26][C:25]([S:28]([CH3:31])(=[O:30])=[O:29])=[CH:24][CH:23]=3)[CH:10]=[C:11]([C:13](=[O:14])[CH3:32])[N:12]=2)=[CH:6][CH:7]=1 |f:2.3|. Procedure: A suspension of ethyl [2-(4-chlorophenyl)-1-[4-(methylsulfonyl)phenyl]-1H-imidazol-4-yl] carboxylate (Example 159) (929 mg, 2.29 mmol) in 16 ml of methanol and 16 ml of 1N aqueous sodium hydroxide was stirred at reflux for one hour. After cooling, the mixture was concentrated, water was added, and the resulting mixture was acidified with acetic acid. The mixture was extracted with dichloromethane, and the combined organic extracts were dried over sodium sulfate, filtered, and evaporated. Acetic ...